This data is from the Open Reaction Database (ORD), a public repository of structured organic reaction records. The task is: describe an organic reaction: reactants, conditions, products, and yield Reactants: [O-]S(=O)S(=O)[O-].[Na+].[Na+] (Na2S2O4), BrC=1C(=C(C(=NC1)N)[N+](=O)[O-])N1CCN(CC1)CC=1N=C(SC1)C (5-bromo-4-(4-((2-methylthiazol-4-yl)methyl)piperazin-1-yl)-3-nitropyridin-2-amine), CCO (EtOH), N1(N=CC=C1)C1=CC=C(C=O)C=C1 (4-(1H-pyrazol-1-yl)-benzaldehyde). Reagents/catalysts: N (NH3). The solvent is C(Cl)Cl (DCM), CN(C)C=O (DMF). Run at temperature 85 celsius. Product: N1(N=CC=C1)C1=CC=C(C=C1)C1=NC=2C(=NC=C(C2N2CCN(CC2)CC=2N=C(SC2)C)Br)N1 (4-((4-(2-(4-(1H-Pyrazol-1-yl)phenyl)-6-bromo-3H-imidazo[4,5-b]pyridin-7-yl)piperazin-1-yl)methyl)-2-methylthiazole). The yield is 24.9%. As a reaction SMILES: [Br:1][C:2]1[C:3]([N:12]2[CH2:17][CH2:16][N:15]([CH2:18][C:19]3[N:20]=[C:21]([CH3:24])[S:22][CH:23]=3)[CH2:14][CH2:13]2)=[C:4]([N+:9]([O-])=O)[C:5]([NH2:8])=[N:6][CH:7]=1.CCO.[N:28]1([C:33]2[CH:40]=[CH:39][C:36]([CH:37]=O)=[CH:35][CH:34]=2)[CH:32]=[CH:31][CH:30]=[N:29]1.[O-]S(S([O-])=O)=O.[Na+].[Na+]>C(Cl)Cl.N.CN(C=O)C>[N:28]1([C:33]2[CH:40]=[CH:39][C:36]([C:37]3[NH:8][C:5]4=[N:6][CH:7]=[C:2]([Br:1])[C:3]([N:12]5[CH2:17][CH2:16][N:15]([CH2:18][C:19]6[N:20]=[C:21]([CH3:24])[S:22][CH:23]=6)[CH2:14][CH2:13]5)=[C:4]4[N:9]=3)=[CH:35][CH:34]=2)[CH:32]=[CH:31][CH:30]=[N:29]1 |f:3.4.5|. Reported procedure: To a mixture of 5-bromo-4-(4-((2-methylthiazol-4-yl)methyl)piperazin-1-yl)-3-nitropyridin-2-amine (0.050 g, 0.12 mmol), EtOH (2.3 mL) and DMF (0.2 mL), 4-(1H-pyrazol-1-yl)-benzaldehyde (0.023 g, 0.13 mmol) was added followed by a freshly prepared aqueous solution of Na2S2O4 (1M; 0.36 mL, 0.36 mmol). The reaction mixture was heated at 85° C. for 24 h, then allowed to cool to room temperature and diluted with DCM and a few drops of aqueous NH3 until complete dissolution was observed. This solution...